This data is from the Open Reaction Database (ORD), a public repository of structured organic reaction records. The task is: describe an organic reaction: reactants, conditions, products, and yield Reactants: Cc1cnc(C)n2c1c(CCBr)c1ccccc12, S=C1NCCN1, C1COCCO1. The product is Cc1cnc(C)n2c1c(CCSC1=NCCN1)c1ccccc12. RXN SMILES: [Br:7][CH2:8][CH2:9][c:10]1[c:11]2[n:12]([c:13]3[cH:14][cH:15][cH:16][cH:17][c:18]13)[c:19]([CH3:24])[n:20][cH:21][c:22]2[CH3:23].[NH:1]1[C:2](=[S:6])[NH:3][CH2:4][CH2:5]1.[O:25]1[CH2:26][CH2:27][O:28][CH2:29][CH2:30]1>>[NH:1]1[C:2]([S:6][CH2:8][CH2:9][c:10]2[c:11]3[n:12]([c:13]4[cH:14][cH:15][cH:16][cH:17][c:18]24)[c:19]([CH3:24])[n:20][cH:21][c:22]3[CH3:23])=[N:3][CH2:4][CH2:5]1.